Dataset: the Open Reaction Database (ORD), a public repository of structured organic reaction records. Task: describe an organic reaction: reactants, conditions, products, and yield Starting materials: CC(C)COC(=O)Cl, C#CCN1CCNCC1. Yields the product C#CCN1CCN(C(=O)OCC(C)C)CC1. As a reaction SMILES: [CH2:10]([CH:11]([CH3:12])[CH3:13])[O:14][C:15](=[O:16])[Cl:17].[CH2:1]([C:2]#[CH:3])[N:4]1[CH2:5][CH2:6][NH:7][CH2:8][CH2:9]1>>[CH2:1]([C:2]#[CH:3])[N:4]1[CH2:5][CH2:6][N:7]([C:15]([O:14][CH2:10][CH:11]([CH3:12])[CH3:13])=[O:16])[CH2:8][CH2:9]1. The reactants are CC(C)C[Al+]CC(C)C, C1CCOC1, Cc1ccccc1, CCOC(=O)c1c(-c2c(Cl)cccc2Cl)noc1C1CCC1, [H-]. Yields the product OCc1c(-c2c(Cl)cccc2Cl)noc1C1CCC1. Reaction SMILES: [CH2:24]([Al+:25][CH2:26][CH:27]([CH3:28])[CH3:29])[CH:30]([CH3:31])[CH3:32].[CH2:40]1[O:41][CH2:42][CH2:43][CH2:44]1.[CH3:33][c:34]1[cH:35][cH:36][cH:37][cH:38][cH:39]1.[CH:1]1([c:5]2[c:6]([C:18](=[O:19])[O:20][CH2:21][CH3:22])[c:7](-[c:10]3[c:11]([Cl:17])[cH:12][cH:13][cH:14][c:15]3[Cl:16])[n:8][o:9]2)[CH2:2][CH2:3][CH2:4]1.[H-:23]>>[CH:1]1([c:5]2[c:6]([CH2:18][OH:19])[c:7](-[c:10]3[c:11]([Cl:17])[cH:12][cH:13][cH:14][c:15]3[Cl:16])[n:8][o:9]2)[CH2:2][CH2:3][CH2:4]1. Starting materials: [BH4-], C1CCOC1, CO, O=[N+]([O-])c1ccc(Oc2ccnc3cc(-c4cccc(OCCCCl)c4)sc23)c(F)c1, [Na+], Cl[Ni]Cl, O, O, O, O, O, O. Product: Nc1ccc(Oc2ccnc3cc(-c4cccc(OCCCCl)c4)sc23)c(F)c1. Reaction SMILES: [BH4-:32].[CH2:45]1[O:46][CH2:47][CH2:48][CH2:49]1.[CH3:43][OH:44].[Cl:1][CH2:2][CH2:3][CH2:4][O:5][c:6]1[cH:7][c:8](-[c:12]2[cH:13][c:14]3[n:15][cH:16][cH:17][c:18]([O:21][c:22]4[c:23]([F:31])[cH:24][c:25]([N+:28]([O-:29])=[O:30])[cH:26][cH:27]4)[c:19]3[s:20]2)[cH:9][cH:10][cH:11]1.[Na+:33].[Ni:40]([Cl:41])[Cl:42].[OH2:34].[OH2:35].[OH2:36].[OH2:37].[OH2:38].[OH2:39]>>[Cl:1][CH2:2][CH2:3][CH2:4][O:5][c:6]1[cH:7][c:8](-[c:12]2[cH:13][c:14]3[n:15][cH:16][cH:17][c:18]([O:21][c:22]4[c:23]([F:31])[cH:24][c:25]([NH2:28])[cH:26][cH:27]4)[c:19]3[s:20]2)[cH:9][cH:10][cH:11]1.